Task: describe an organic reaction: reactants, conditions, products, and yield. Dataset: the Open Reaction Database (ORD), a public repository of structured organic reaction records The reactants are NC1=CC2=C(SCCN2CCN(C(OC(C)(C)C)=O)CC)C=C1 (tert-butyl 2-(6-amino-2H-benzo[b][1,4]thiazin-4(3H)-yl)ethyl(ethyl)carbamate), I.S1C(=CC=C1)C(=N)SC (methyl thiophene-2-carbimidothioate hydroiodide). The solvent is C(C)(=O)OCC (ethyl acetate), C(C)O (ethanol). Reaction conditions: time 3 hour. Product: C(C)N(C(OC(C)(C)C)=O)CCN1C2=C(SCC1)C=CC(=C2)NC(=N)C=2SC=CC2 (tert-Butyl ethyl(2-(6-(thiophene-2-carboximidamido)-2H-benzo[b][1,4]thiazin-4(3H)-yl)ethyl)carbamate). As a reaction SMILES: [NH2:1][C:2]1[CH:23]=[CH:22][C:5]2[S:6][CH2:7][CH2:8][N:9]([CH2:10][CH2:11][N:12]([CH2:20][CH3:21])[C:13](=[O:19])[O:14][C:15]([CH3:18])([CH3:17])[CH3:16])[C:4]=2[CH:3]=1.I.[S:25]1[CH:29]=[CH:28][CH:27]=[C:26]1[C:30](SC)=[NH:31]>C(O)C.C(OCC)(=O)C>[CH2:20]([N:12]([CH2:11][CH2:10][N:9]1[CH2:8][CH2:7][S:6][C:5]2[CH:22]=[CH:23][C:2]([NH:1][C:30]([C:26]3[S:25][CH:29]=[CH:28][CH:27]=3)=[NH:31])=[CH:3][C:4]1=2)[C:13](=[O:19])[O:14][C:15]([CH3:18])([CH3:17])[CH3:16])[CH3:21] |f:1.2|. Procedure: To a stirred solution of tert-butyl 2-(6-amino-2H-benzo[b][1,4]thiazin-4(3H)-yl)ethyl(ethyl)carbamate (800 mg, 2.371 mmol) in ethanol (8 mL) was added methyl thiophene-2-carbimidothioate hydroiodide (1.014 g, 3.56 mmol). The resulting mixture was stirred at room temperature for 3 hours. The mixture was then diluted with ethyl acetate and washed with saturated sodium carbonate (3×). The organic phase was dried, filtered, concentrated, and then chromatographed in 1:1 hexanes:ethyl acetate giving t... Starting materials: C(C)[C@@H]1[C@@H](CNC1)NC=1C=2N(N=CC1C(=O)N)C=C(C2)C=2C=NC(=CC2)CNC(COC)=O (4-(((3S,4S)-4-ethylpyrrolidin-3-yl)amino)-6-(6-((2-methoxyacetamido)methyl)pyridin-3-yl)pyrrolo[1,2-b]pyridazine-3-carboxamide), 2hydroiodide, ClC=1SC(=CN1)C#N (2-chlorothiazole-5-carbonitrile), C(C)(C)N(CC)C(C)C (diisopropylethylamine). The solvent is CC(=O)N(C)C (DMA). Reaction conditions: temperature 100 celsius, time 15 minute. The product is C(#N)C1=CN=C(S1)N1C[C@H]([C@H](C1)CC)NC=1C=2N(N=CC1C(=O)N)C=C(C2)C=2C=NC(=CC2)CNC(COC)=O (4-(((3S,4S)-1-(5-cyanothiazol-2-yl)-4-ethylpyrrolidin-3-yl)amino)-6-(6-((2-methoxyacetamido)methyl)pyridin-3-yl)pyrrolo[1,2-b]pyridazine-3-carboxamide). The yield is 22.0%. RXN SMILES: [CH2:1]([C@H:3]1[CH2:7][NH:6][CH2:5][C@H:4]1[NH:8][C:9]1[C:10]2[N:11]([CH:18]=[C:19]([C:21]3[CH:22]=[N:23][C:24]([CH2:27][NH:28][C:29](=[O:33])[CH2:30][O:31][CH3:32])=[CH:25][CH:26]=3)[CH:20]=2)[N:12]=[CH:13][C:14]=1[C:15]([NH2:17])=[O:16])[CH3:2].Cl[C:35]1[S:36][C:37]([C:40]#[N:41])=[CH:38][N:39]=1.C(N(C(C)C)CC)(C)C>CC(N(C)C)=O>[C:40]([C:37]1[S:36][C:35]([N:6]2[CH2:7][C@H:3]([CH2:1][CH3:2])[C@H:4]([NH:8][C:9]3[C:10]4[N:11]([CH:18]=[C:19]([C:21]5[CH:22]=[N:23][C:24]([CH2:27][NH:28][C:29](=[O:33])[CH2:30][O:31][CH3:32])=[CH:25][CH:26]=5)[CH:20]=4)[N:12]=[CH:13][C:14]=3[C:15]([NH2:17])=[O:16])[CH2:5]2)=[N:39][CH:38]=1)#[N:41]. Reported procedure: A mixture of 4-(((3S,4S)-4-ethylpyrrolidin-3-yl)amino)-6-(6-((2-methoxyacetamido)methyl)pyridin-3-yl)pyrrolo[1,2-b]pyridazine-3-carboxamide, 2hydroiodide from Step 5 of Example 266 (30 mg, 0.042 mmol), 2-chlorothiazole-5-carbonitrile (7.36 mg, 0.051 mmol) and diisopropylethylamine (0.052 mL, 0.297 mmol) in DMA (0.25 mL) was heated to 100° C. for 2 hr. The reaction mixture was purified via preparative LC/MS with the following conditions: Column: Waters XBridge C18, 19×150 mm, 5-μm particles; Guar... The reactants are BrBr (bromine), CC1CC(NC2=CC=CC=C12)=O (4-methyl-3,4-dihydro-2-(1H)-quinolone). Solvent: C(C)(=O)O (acetic acid), C(C)(=O)O (acetic acid). Run at time 2 hour. The product is BrC=1C=C2C(CC(NC2=CC1)=O)C (6-bromo-4-methyl-3,4-dihydro-2-(1H)-quinolone). RXN SMILES: [Br:1]Br.[CH3:3][CH:4]1[C:13]2[C:8](=[CH:9][CH:10]=[CH:11][CH:12]=2)[NH:7][C:6](=[O:14])[CH2:5]1>C(O)(=O)C>[Br:1][C:11]1[CH:12]=[C:13]2[C:8](=[CH:9][CH:10]=1)[NH:7][C:6](=[O:14])[CH2:5][CH:4]2[CH3:3]. Procedure details: A solution of bromine (0.08 cm3) in acetic acid (1 cm3) was added at room temperature to a stirred solution of 4-methyl-3,4-dihydro-2-(1H)-quinolone (0.5 g) in acetic acid (4.0 cm3). After 2 hours, volatile material was removed in vacuo, the residue was partitioned between chloroform (50 cm3) and water (20 cm3), and the organic phase was further extracted with chloroform (2×20 cm3). The combined and dried (MgSO4) organic extracts were evaporated in vacuo and the solid residue was recrystallised ... Procedure: Using Method D above, 4-(1-hydroxy-2-propynyl)-benzoic acid methyl ester (137 mg, 0.72 mmol) (prepared by the addition of ethynylmagnesium chloride (Aldrich) to 4-carboxybenzaldehyde (Aldrich) using Method B above to give the acid which was converted to its methyl ester by Method E above), was coupled to (Z)-4-bromo-1,3-dihydro-3-[(3-methoxy-1H-pyrrol-2-yl)methylene]-2H-indol-2-one (Starting Material 1) (221 mg, 0.69 mmol) using (Ph3P)2PdCl2 (37 mg) (Aldrich) and CuI (18 mg) (Aldrich) as catalys... The reactants are COC(C1=CC=C(C=C1)C(C#C)O)=O (4-(1-hydroxy-2-propynyl)-benzoic acid methyl ester), methyl ester, BrC1=C2/C(/C(NC2=CC=C1)=O)=C/C=1NC=CC1OC ((Z)-4-bromo-1,3-dihydro-3-[(3-methoxy-1H-pyrrol-2-yl)methylene]-2H-indol-2-one), C(#C)[Mg]Cl (ethynylmagnesium chloride), C(=O)(O)C1=CC=C(C=O)C=C1 (4-carboxybenzaldehyde), BrC1=C2/C(/C(NC2=CC=C1)=O)=C/C=1NC=CC1OC ((Z)-4-bromo-1,3-dihydro-3-[(3-methoxy-1H-pyrrol-2-yl)methylene]-2H-indol-2-one). Solvent: CCN(CC)CC (Et3N), CN(C)C=O (DMF). Reagents/catalysts: [Cu]I (CuI), Cl[Pd]([P](C1=CC=CC=C1)(C2=CC=CC=C2)C3=CC=CC=C3)([P](C4=CC=CC=C4)(C5=CC=CC=C5)C6=CC=CC=C6)Cl ((Ph3P)2PdCl2). The product is COC(C1=CC=C(C=C1)C(C#CC1=C2/C(/C(NC2=CC=C1)=O)=C/C=1NC=CC1OC)O)=O (rac-(Z)-4-[3-[2,3-dihydro-3-[(3-methoxy-1H-pyrrol-2-yl)methylene]-2-oxo-1H-indol-4-yl]-1-hydroxy-2-propynyl]benzoic acid methyl ester). As a reaction SMILES: [CH3:1][O:2][C:3](=[O:14])[C:4]1[CH:9]=[CH:8][C:7]([CH:10]([OH:13])[C:11]#[CH:12])=[CH:6][CH:5]=1.C([Mg]Cl)#C.C(C1C=CC(C=O)=CC=1)(O)=O.Br[C:31]1[CH:39]=[CH:38][CH:37]=[C:36]2[C:32]=1/[C:33](=[CH:41]/[C:42]1[NH:43][CH:44]=[CH:45][C:46]=1[O:47][CH3:48])/[C:34](=[O:40])[NH:35]2>Cl[Pd](Cl)([P](C1C=CC=CC=1)(C1C=CC=CC=1)C1C=CC=CC=1)[P](C1C=CC=CC=1)(C1C=CC=CC=1)C1C=CC=CC=1.[Cu]I.CN(C=O)C.CCN(CC)CC>[CH3:1][O:2][C:3](=[O:14])[C:4]1[CH:9]=[CH:8][C:7]([CH:10]([OH:13])[C:11]#[C:12][C:31]2[CH:39]=[CH:38][CH:37]=[C:36]3[C:32]=2/[C:33](=[CH:41]/[C:42]2[NH:43][CH:44]=[CH:45][C:46]=2[O:47][CH3:48])/[C:34](=[O:40])[NH:35]3)=[CH:6][CH:5]=1 |^1:51,70|.